This data is from the Open Reaction Database (ORD), a public repository of structured organic reaction records. The task is: describe an organic reaction: reactants, conditions, products, and yield Starting materials: C(C1=CC=CC=C1)NCCC(C1=CC=CC=C1)(C1=CC=CC=C1)O (N-benzyl-3-hydroxy-3,3-diphenylpropylamine), ClCC(=O)Cl (chloroacetyl chloride). The solvent is C(C)(C)N(CC)C(C)C (di-isopropylethylamine), C(Cl)Cl (methylene chloride), C(Cl)Cl (methylene chloride). The product is C(C1=CC=CC=C1)N(C(CCl)=O)CCC(C1=CC=CC=C1)(C1=CC=CC=C1)O (N-benzyl-N-chloroacetyl-3-hydroxy-3,3-diphenylpropylamine). Reaction SMILES: [CH2:1]([NH:8][CH2:9][CH2:10][C:11]([OH:24])([C:18]1[CH:23]=[CH:22][CH:21]=[CH:20][CH:19]=1)[C:12]1[CH:17]=[CH:16][CH:15]=[CH:14][CH:13]=1)[C:2]1[CH:7]=[CH:6][CH:5]=[CH:4][CH:3]=1.[Cl:25][CH2:26][C:27](Cl)=[O:28]>C(N(C(C)C)CC)(C)C.C(Cl)Cl>[CH2:1]([N:8]([CH2:9][CH2:10][C:11]([OH:24])([C:18]1[CH:23]=[CH:22][CH:21]=[CH:20][CH:19]=1)[C:12]1[CH:13]=[CH:14][CH:15]=[CH:16][CH:17]=1)[C:27](=[O:28])[CH2:26][Cl:25])[C:2]1[CH:3]=[CH:4][CH:5]=[CH:6][CH:7]=1. Procedure details: To the stirred solution of 15.6 g of N-benzyl-3-hydroxy-3,3-diphenylpropylamine in 7.0 g of di-isopropylethylamine and 150 ml of methylene chloride, that of 5.88 g of chloroacetyl chloride in 50 ml of methylene chloride is added dropwise while stirring and cooling with an ice-bath. Thereupon the solution is stirred for 15 minutes at 0°-5° and washed successively with N hydrochloric acid, 10% aqueous sodium bicarbonate and finally with saturated aqueous sodium chloride. The organic layer is separ...